This data is from the Open Reaction Database (ORD), a public repository of structured organic reaction records. The task is: describe an organic reaction: reactants, conditions, products, and yield Reactants: COC=1N=C2C=3NC(COC3C=NC2=CC1)[C@@H]1CC[C@H](CC1)N (trans-4-(6-methoxy-3,4-dihydro-2H-1-oxa-4,5,9-triaza-phenanthren-3-yl)-cyclohexylamine), O=C1COC2=C(N1)C=C(C=C2)C(=O)O (3-oxo-3,4-dihydro-2H-benzo[1,4]oxazine-6-carboxylic acid). The product is COC=1N=C2C=3NC(COC3C=NC2=CC1)[C@@H]1CC[C@H](CC1)NC(=O)C=1C=CC2=C(NC(CO2)=O)C1 (3-oxo-3,4-dihydro-2H-benzo[1,4]oxazine-6-carboxylic acid [trans-4-(6-methoxy-3,4-dihydro-2H-1-oxa-4,5,9-triaza-phenanthren-3-yl)-cyclohexyl]-amide). RXN SMILES: [CH3:1][O:2][C:3]1[N:4]=[C:5]2[C:14](=[CH:15][CH:16]=1)[N:13]=[CH:12][C:11]1[O:10][CH2:9][CH:8]([C@H:17]3[CH2:22][CH2:21][C@H:20]([NH2:23])[CH2:19][CH2:18]3)[NH:7][C:6]2=1.[O:24]=[C:25]1[NH:30][C:29]2[CH:31]=[C:32]([C:35](O)=[O:36])[CH:33]=[CH:34][C:28]=2[O:27][CH2:26]1>>[CH3:1][O:2][C:3]1[N:4]=[C:5]2[C:14](=[CH:15][CH:16]=1)[N:13]=[CH:12][C:11]1[O:10][CH2:9][CH:8]([C@H:17]3[CH2:22][CH2:21][C@H:20]([NH:23][C:35]([C:32]4[CH:33]=[CH:34][C:28]5[O:27][CH2:26][C:25](=[O:24])[NH:30][C:29]=5[CH:31]=4)=[O:36])[CH2:19][CH2:18]3)[NH:7][C:6]2=1. Procedure: The titled compound is prepared as an off-white solid following Scheme 5 and in analogy to Example 27 using trans-4-(6-methoxy-3,4-dihydro-2H-1-oxa-4,5,9-triaza-phenanthren-3-yl)-cyclohexylamine and 3-oxo-3,4-dihydro-2H-benzo[1,4]oxazine-6-carboxylic acid as starting materials. Starting materials: S1C(=CC=C1)C#CCOCCN1C=NC=2C=NC=3C=CC=CC3C21 (1-{2-[(3-thien-2-ylprop-2-ynyl)oxy]ethyl}-1H-imidazo[4,5-c]quinoline). The reagents and catalysts are [Pd] (palladium on carbon). Solvent: CO (methanol). The product is S1C(=CC=C1)CCCOCCN1C=NC=2C=NC=3C=CC=CC3C21 (1-[2-(3-thien-2-ylpropoxy)ethyl]-1H-imidazo[4,5-c]quinoline). The yield is 94.7%. Reaction SMILES: [S:1]1[CH:5]=[CH:4][CH:3]=[C:2]1[C:6]#[C:7][CH2:8][O:9][CH2:10][CH2:11][N:12]1[C:24]2[C:23]3[CH:22]=[CH:21][CH:20]=[CH:19][C:18]=3[N:17]=[CH:16][C:15]=2[N:14]=[CH:13]1>[Pd].CO>[S:1]1[CH:5]=[CH:4][CH:3]=[C:2]1[CH2:6][CH2:7][CH2:8][O:9][CH2:10][CH2:11][N:12]1[C:24]2[C:23]3[CH:22]=[CH:21][CH:20]=[CH:19][C:18]=3[N:17]=[CH:16][C:15]=2[N:14]=[CH:13]1. Procedure details: Using the general method of Example 3 Part B, 1-{2-[(3-thien-2-ylprop-2-ynyl)oxy]ethyl}-1H-imidazo[4,5-c]quinoline (9.5 g, 28.49 mmol) was reduced with palladium on carbon (10%, 1 g) in methanol (25 mL) to provide 9.1 g of 1-[2-(3-thien-2-ylpropoxy)ethyl]-1H-imidazo[4,5-c]quinoline as a brown oil. Starting materials: ClCCS(=O)(=O)C(CCCCCCC(=O)OCC)CCCC(CCCCC)OC(C)=O (ethyl 8-(2-chloroethylsulfonyl)-12-acetoxyheptadecanoate), [OH-].[Na+] (sodium hydroxide), O (water). The solvent is O1CCCC1 (tetrahydrofuran). Reaction conditions: temperature 25 celsius, time 24 hour. Yields the product C(=C)S(=O)(=O)C(CCCCCCC(=O)O)CCCC(CCCCC)O (8-vinylsulfonyl-12-hydroxyheptadecanoic acid). As a reaction SMILES: Cl[CH2:2][CH2:3][S:4]([CH:7]([CH2:19][CH2:20][CH2:21][CH:22]([O:28]C(=O)C)[CH2:23][CH2:24][CH2:25][CH2:26][CH3:27])[CH2:8][CH2:9][CH2:10][CH2:11][CH2:12][CH2:13][C:14]([O:16]CC)=[O:15])(=[O:6])=[O:5].[OH-].[Na+].O>O1CCCC1>[CH:3]([S:4]([CH:7]([CH2:19][CH2:20][CH2:21][CH:22]([OH:28])[CH2:23][CH2:24][CH2:25][CH2:26][CH3:27])[CH2:8][CH2:9][CH2:10][CH2:11][CH2:12][CH2:13][C:14]([OH:16])=[O:15])(=[O:6])=[O:5])=[CH2:2] |f:1.2|. Reported procedure: A mixture of ethyl 8-(2-chloroethylsulfonyl)-12-acetoxyheptadecanoate (43.5 g., 0.09 mole), sodium hydroxide (14.4 g., 0.36 mole), water (150 ml.) and tetrahydrofuran (600 ml.) is stirred at 25° C. for 24 hours. Most of the tetrahydrofuran is removed by evaporation in vacuo keeping the temperature of the evaporating solution at 30° C. or below. The residue is diluted with water (300 ml.) and extracted with ether. The aqueous solution is acidified with dilute hydrochloric acid. The oily product i... Starting materials: FC1=CC=C(N)C=C1 (4-fluoroaniline), ClC1=CC=CC(=N1)NC1=CC(=C(C=C1)N1C=NC(=C1)C)OC ((6-chloro-pyridin-2-yl)-[3-methoxy-4-(4-methyl-imidazol-1-yl)-phenyl]-amine). The product is FC1=CC=C(C=C1)NC1=NC(=CC=C1)NC1=CC(=C(C=C1)N1C=NC(=C1)C)OC (N-(4-Fluoro-phenyl)-N′-[3-methoxy-4-(4-methyl-imidazol-1-yl)-phenyl]-pyridine-2,6-diamine), foam. Yield: 17.0%. As a reaction SMILES: [F:1][C:2]1[CH:8]=[CH:7][C:5]([NH2:6])=[CH:4][CH:3]=1.Cl[C:10]1[N:15]=[C:14]([NH:16][C:17]2[CH:22]=[CH:21][C:20]([N:23]3[CH:27]=[C:26]([CH3:28])[N:25]=[CH:24]3)=[C:19]([O:29][CH3:30])[CH:18]=2)[CH:13]=[CH:12][CH:11]=1>>[F:1][C:2]1[CH:8]=[CH:7][C:5]([NH:6][C:10]2[CH:11]=[CH:12][CH:13]=[C:14]([NH:16][C:17]3[CH:22]=[CH:21][C:20]([N:23]4[CH:27]=[C:26]([CH3:28])[N:25]=[CH:24]4)=[C:19]([O:29][CH3:30])[CH:18]=3)[N:15]=2)=[CH:4][CH:3]=1. Procedure: Prepared in analogy to example 62 from 4-fluoroaniline and (6-chloro-pyridin-2-yl)-[3-methoxy-4-(4-methyl-imidazol-1-yl)-phenyl]-amine. The title compound was obtained as a colorless foam (Yield=17%). MS ISP (m/e): 390.4 (100) [(M+H)+]. 1H NMR (DMSO-D6, 300 MHz): δ (ppm)=9.02 (s, 1H), 8.83 (s, 1H), 7.64 (d, 1H), 7.60-7.50 (m, 2H), 7.45-7.35 (m, 2H), 7.24 (dxd, 1H), 7.15 (d, 1H), 7.07 (t, 1H), 7.02 (s, 1H), 6.24 (qa, 1H), 3.59 (s, 3H), 2.15 (s, 3H). Reported procedure: This compound was synthesized using 4-(6,7-dimethoxyquinolin-4-yloxy)-2-methoxy-phenylamine and 3-(4-fluorophenyl)-1-isopropyl-2,4-dioxo-1,2,3,4-tetrahydropyrimidine-5-carboxylic acid using the procedure for example 1. LCMS m/z=601 (M+1); 1H NMR (CDCl3) δ: 11.0 (s, 1H), 8.68 (s, 1H), 8.54 (d, 1H J=9 Hz), 8.5 (d, 1H, J=6 Hz), 7.55 (s, 1H), 7.42 (s, 1H), 7.25-7.23 (m, 3H), 6.81 (dd, 1H, J=3.9 Hz), 6.74 (d, 1H, J=3 Hz), 6.52 (d, 1H, J=6 Hz), 4.96 (p, 1H, J=7 Hz), 4.05 (d, 6H), 3.83 (s, 3H), 1.47 (d... As a reaction SMILES: [CH3:1][O:2][C:3]1[CH:4]=[C:5]2[C:10](=[CH:11][C:12]=1[O:13][CH3:14])[N:9]=[CH:8][CH:7]=[C:6]2[O:15][C:16]1[CH:21]=[CH:20][C:19]([NH2:22])=[C:18]([O:23][CH3:24])[CH:17]=1.[F:25][C:26]1[CH:31]=[CH:30][C:29]([N:32]2[C:37](=[O:38])[C:36]([C:39](O)=[O:40])=[CH:35][N:34]([CH:42]([CH3:44])[CH3:43])[C:33]2=[O:45])=[CH:28][CH:27]=1>>[CH3:1][O:2][C:3]1[CH:4]=[C:5]2[C:10](=[CH:11][C:12]=1[O:13][CH3:14])[N:9]=[CH:8][CH:7]=[C:6]2[O:15][C:16]1[CH:21]=[CH:20][C:19]([NH:22][C:39]([C:36]2[C:37](=[O:38])[N:32]([C:29]3[CH:28]=[CH:27][C:26]([F:25])=[CH:31][CH:30]=3)[C:33](=[O:45])[N:34]([CH:42]([CH3:44])[CH3:43])[CH:35]=2)=[O:40])=[C:18]([O:23][CH3:24])[CH:17]=1. Yields the product COC=1C=C2C(=CC=NC2=CC1OC)OC1=CC(=C(C=C1)NC(=O)C=1C(N(C(N(C1)C(C)C)=O)C1=CC=C(C=C1)F)=O)OC (1-Isopropyl-3-(4-fluoro-phenyl)-2,4-dioxo-1,2,3,4-tetrahydro-pyrimidine-5-carboxylic acid [4-(6,7-dimethoxy-quinolin-4-yloxy)-2-methoxy-phenyl]-amide). The reactants are COC=1C=C2C(=CC=NC2=CC1OC)OC1=CC(=C(C=C1)N)OC (4-(6,7-dimethoxyquinolin-4-yloxy)-2-methoxy-phenylamine), FC1=CC=C(C=C1)N1C(N(C=C(C1=O)C(=O)O)C(C)C)=O (3-(4-fluorophenyl)-1-isopropyl-2,4-dioxo-1,2,3,4-tetrahydropyrimidine-5-carboxylic acid). Starting materials: CC(C)(C)[O-], CCCCCC, O=CC1CC2C=CC1C2, CC(C)(C)OC(=O)CCl, [K+], C1CCOC1, O. Product: CC(C)(C)OC(=O)C1OC1C1CC2C=CC1C2. Reaction SMILES: [CH3:1][C:2]([CH3:3])([O-:4])[CH3:5].[CH3:31][CH2:32][CH2:33][CH2:34][CH2:35][CH3:36].[CH:7]12[CH:8]([CH:14]=[O:15])[CH2:9][CH:10]([CH:11]=[CH:12]1)[CH2:13]2.[Cl:16][CH2:17][C:18](=[O:19])[O:20][C:21]([CH3:22])([CH3:23])[CH3:24].[K+:6].[O:26]1[CH2:27][CH2:28][CH2:29][CH2:30]1.[OH2:25]>>[CH:7]12[CH:8]([CH:14]3[O:15][CH:17]3[C:18](=[O:19])[O:20][C:21]([CH3:22])([CH3:23])[CH3:24])[CH2:9][CH:10]([CH:11]=[CH:12]1)[CH2:13]2.